From a dataset of the Open Reaction Database (ORD), a public repository of structured organic reaction records. describe an organic reaction: reactants, conditions, products, and yield Reactants: [C-]#N, [C-]#N, CN(C)C=O, CC(C)c1oc2c3c(ccc2c(=O)c1-c1ccc(Cl)cc1)NCCO3, O=C(C=Cc1ccccc1)C=Cc1ccccc1, O=C(C=Cc1ccccc1)C=Cc1ccccc1, O=C(C=Cc1ccccc1)C=Cc1ccccc1, [Pd], [Pd], [Zn+2]. Yields the product CC(C)c1oc2c3c(ccc2c(=O)c1-c1ccc(C#N)cc1)NCCO3. Reaction SMILES: [C-:87]#[N:88].[C-:90]#[N:91].[CH3:26][N:27]([CH3:28])[CH:29]=[O:30].[Cl:1][c:2]1[cH:3][cH:4][c:5](-[c:8]2[c:9]([CH:23]([CH3:24])[CH3:25])[o:10][c:11]3[c:12]4[c:17]([cH:18][cH:19][c:20]3[c:21]2=[O:22])[NH:16][CH2:15][CH2:14][O:13]4)[cH:6][cH:7]1.[O:33]=[C:34]([CH:35]=[CH:36][c:37]1[cH:38][cH:39][cH:40][cH:41][cH:42]1)[CH:43]=[CH:44][c:45]1[cH:46][cH:47][cH:48][cH:49][cH:50]1.[O:51]=[C:52]([CH:53]=[CH:54][c:55]1[cH:56][cH:57][cH:58][cH:59][cH:60]1)[CH:61]=[CH:62][c:63]1[cH:64][cH:65][cH:66][cH:67][cH:68]1.[O:69]=[C:70]([CH:71]=[CH:72][c:73]1[cH:74][cH:75][cH:76][cH:77][cH:78]1)[CH:79]=[CH:80][c:81]1[cH:82][cH:83][cH:84][cH:85][cH:86]1.[Pd:31].[Pd:32].[Zn+2:89]>>[c:2]1([C:26]#[N:27])[cH:3][cH:4][c:5](-[c:8]2[c:9]([CH:23]([CH3:24])[CH3:25])[o:10][c:11]3[c:12]4[c:17]([cH:18][cH:19][c:20]3[c:21]2=[O:22])[NH:16][CH2:15][CH2:14][O:13]4)[cH:6][cH:7]1. The reactants are N,N-dicyclohexylcarbodiimide, C(C)(=O)NC=1C(=C(C(=O)N(C)CC(=O)O)C(=C(C1I)NC(C)=O)I)I (N-(3,5-diacetamido-2,4,6-triiodobenzoyl)-sarcosine), [N+](=O)([O-])C1=C(C=CC=C1)O (o-nitrophenol), O1CCCC1 (tetrahydrofuran). Solvent: CN(C=O)C (N,N-dimethylformamide). Reaction conditions: temperature 0 celsius, time 8 hour. Yields the product [N+](=O)([O-])C1=C(C=CC=C1)OC(CN(C)C(C1=C(C(=C(C(=C1I)NC(C)=O)I)NC(C)=O)I)=O)=O (N-(3,5-diacetamido-2,4,6-triiodobenzoyl)-sarcosine-o-nitrophenyl ester). RXN SMILES: [C:1]([NH:4][C:5]1[C:6]([I:25])=[C:7]([C:16]([I:24])=[C:17]([NH:20][C:21](=[O:23])[CH3:22])[C:18]=1[I:19])[C:8]([N:10]([CH2:12][C:13]([OH:15])=[O:14])[CH3:11])=[O:9])(=[O:3])[CH3:2].[N+:26]([C:29]1[CH:34]=[CH:33][CH:32]=[CH:31][C:30]=1O)([O-:28])=[O:27].O1CCCC1>CN(C)C=O>[N+:26]([C:29]1[CH:34]=[CH:33][CH:32]=[CH:31][C:30]=1[O:14][C:13](=[O:15])[CH2:12][N:10]([C:8](=[O:9])[C:7]1[C:6]([I:25])=[C:5]([NH:4][C:1](=[O:3])[CH3:2])[C:18]([I:19])=[C:17]([NH:20][C:21](=[O:23])[CH3:22])[C:16]=1[I:24])[CH3:11])([O-:28])=[O:27]. Procedure details: 6.85 g (10 mMol) N-(3,5-diacetamido-2,4,6-triiodobenzoyl)-sarcosine and 1.7 g (12.2 mMol) o-nitrophenol are dissolved in 15 ml N,N-dimethylformamide. 60 ml tetrahydrofuran is added to this solution which is then cooled down to 0° C. 2,5 g (12 mMol) N,N-dicyclohexylcarbodiimide is added. The reaction runs for 2 hours at 0° C. and overnight at room temperature. The precipitate (N,N'-dicyclohexylurea) is filtered off, washed with 10 ml N,N-dimethylformamide, the tetrahydrofuran is distilled, the so... Reactants: C[Si](C)(C)Br, CCOP(=O)(CCCCc1ccccc1)CC(=O)N1Cc2ccccc2CC1C(=O)O, ClCCl. The product is O=C(O)C1Cc2ccccc2CN1C(=O)CP(=O)(O)CCCCc1ccccc1. Reaction SMILES: [Br:32][Si:33]([CH3:34])([CH3:35])[CH3:36].[CH2:1]([CH3:2])[O:3][P:4](=[O:5])([CH2:6][CH2:7][CH2:8][CH2:9][c:10]1[cH:11][cH:12][cH:13][cH:14][cH:15]1)[CH2:16][C:17](=[O:18])[N:19]1[CH2:20][c:21]2[cH:22][cH:23][cH:24][cH:25][c:26]2[CH2:27][CH:28]1[C:29](=[O:30])[OH:31].[Cl:37][CH2:38][Cl:39]>>[O:3]=[P:4]([OH:5])([CH2:6][CH2:7][CH2:8][CH2:9][c:10]1[cH:11][cH:12][cH:13][cH:14][cH:15]1)[CH2:16][C:17](=[O:18])[N:19]1[CH2:20][c:21]2[cH:22][cH:23][cH:24][cH:25][c:26]2[CH2:27][CH:28]1[C:29](=[O:30])[OH:31].